From a dataset of the Open Reaction Database (ORD), a public repository of structured organic reaction records. describe an organic reaction: reactants, conditions, products, and yield Starting materials: CC(C)(CCC=1SC=CC1)O (2-methyl-4-thiophen-2-yl-butan-2-ol), ClC1=NC(=NC=C1OC)SC (4-chloro-5-methoxy-2-methylsulfanyl-pyrimidine), solution, C([O-])(O)=O.[Na+] (sodium bicarbonate), [Li+].CC(C)[N-]C(C)C (LDA), COB(OC)OC (trimethylborate). Reagents/catalysts: C=1C=CC(=CC1)[P](C=2C=CC=CC2)(C=3C=CC=CC3)[Pd]([P](C=4C=CC=CC4)(C=5C=CC=CC5)C=6C=CC=CC6)([P](C=7C=CC=CC7)(C=8C=CC=CC8)C=9C=CC=CC9)[P](C=1C=CC=CC1)(C=1C=CC=CC1)C=1C=CC=CC1 (Pd(PPh3)4). Run in COCCOC (DME), COCCOC (DME), C1CCOC1 (THF). Conditions: temperature 100 celsius, time 5 minute. The product is COC=1C(=NC(=NC1)SC)C1=CC=C(S1)CCC(C)(O)C (4-[5-(5-methoxy-2-methylsulfanyl-pyrimidin-4-yl)-thiophen-2-yl]-2-methyl-butan-2-ol). Reaction SMILES: [CH3:1][C:2]([OH:11])([CH2:4][CH2:5][C:6]1[S:7][CH:8]=[CH:9][CH:10]=1)[CH3:3].[Li+].CC([N-]C(C)C)C.COB(OC)OC.Cl[C:28]1[C:33]([O:34][CH3:35])=[CH:32][N:31]=[C:30]([S:36][CH3:37])[N:29]=1.C(=O)(O)[O-].[Na+]>C1COCC1.C1C=CC([P]([Pd]([P](C2C=CC=CC=2)(C2C=CC=CC=2)C2C=CC=CC=2)([P](C2C=CC=CC=2)(C2C=CC=CC=2)C2C=CC=CC=2)[P](C2C=CC=CC=2)(C2C=CC=CC=2)C2C=CC=CC=2)(C2C=CC=CC=2)C2C=CC=CC=2)=CC=1.COCCOC>[CH3:35][O:34][C:33]1[C:28]([C:8]2[S:7][C:6]([CH2:5][CH2:4][C:2]([CH3:1])([OH:11])[CH3:3])=[CH:10][CH:9]=2)=[N:29][C:30]([S:36][CH3:37])=[N:31][CH:32]=1 |f:1.2,5.6,^1:51,53,72,91|. Procedure details: A solution of 2-methyl-4-thiophen-2-yl-butan-2-ol (340 mg, 2 mmol)—synthesis see Step A of Example 1—in 20 ml of THF was treated with LDA (2M in THF/heptane/ethylbenzene, 5 ml, 10 mmol) at −78° C. under nitrogen and the mixture was stirred for 5 minutes. Then, trimethylborate (1.1 ml, 10 mmol) was added in one portion and the cooling bath was removed. After 15 minutes, the mixture was quenched with 50 ml of saturated ammonium chloride solution and extracted twice with ether. The aqueous layer wa... Reactants: 2-amino-4-(beta-sulfatoethylsulfonyl)-phenol, [N+](=O)([O-])C1=C(C=CC(=C1)S(=O)(=O)CCO)OC (2-nitro-4-(beta-hydroxyethylsulfonyl)-anisole), [OH-].[Na+] (sodium hydroxide). The product is [N+](=O)([O-])C1=C(C=CC(=C1)S(=O)(=O)CCO)O (2-nitro-4-(beta-hydroxyethylsulfonyl)-phenol). Reaction SMILES: [N+:1]([C:4]1[CH:9]=[C:8]([S:10]([CH2:13][CH2:14][OH:15])(=[O:12])=[O:11])[CH:7]=[CH:6][C:5]=1[O:16]C)([O-:3])=[O:2].[OH-].[Na+]>>[N+:1]([C:4]1[CH:9]=[C:8]([S:10]([CH2:13][CH2:14][OH:15])(=[O:12])=[O:11])[CH:7]=[CH:6][C:5]=1[OH:16])([O-:3])=[O:2] |f:1.2|. Procedure details: The synthesis of 2-amino-4-(beta-sulfatoethylsulfonyl)-phenol is somewhat difficult in that it requires several reaction steps involving a high investment for equipment. In its preparation, it is necessary to start from 2-nitro-4-(beta-hydroxyethylsulfonyl)-anisole which is dealkylated by heating with aqueous sodium hydroxide solution to give 2-nitro-4-(beta-hydroxyethylsulfonyl)-phenol. The resulting phenol is then reduced to give 2-amino-4-(beta-hydroxyethyl-sulfonyl)-phenol which, in turn, mu... Reactants: O (water), C(C)(C)(C)OC(=O)N1CCN(CC1)CC1=C2C=C(N(C2=CC=C1OC)S(=O)(=O)C1=CC=CC=C1)C(=O)OCC (Ethyl 4-{[4-(tert-butoxycarbonyl)piperazin-1-yl]methyl}-5-methoxy-1-(phenylsulfonyl)-1H-indole-2-carboxylate), C(C)(C)(C)OC(=O)N1CCN(CC1)CC1=C2C=C(N(C2=CC=C1OC)S(=O)(=O)C1=CC=CC=C1)C(=O)OCC (Ethyl 4-{[4-(tert-butoxycarbonyl)piperazin-1-yl]methyl}-5-methoxy-1-(phenylsulfonyl)-1H-indole-2-carboxylate), [OH-].[Li+] (lithium hydroxide). Run in C1CCOC1 (THF). Conditions: temperature 70 celsius. Yields the product C(C)(C)(C)OC(=O)N1CCN(CC1)CC1=C2C=C(N(C2=CC=C1OC)S(=O)(=O)C1=CC=CC=C1)C(=O)[O-].[Li+] (Lithium 4-{[4-(tert-butoxycarbonyl)piperazin-1-yl]methyl}-5-methoxy-1-(phenylsulfonyl)-1H-indole-2-carboxylate). Yield: 83.0%. RXN SMILES: [C:1]([O:5][C:6]([N:8]1[CH2:13][CH2:12][N:11]([CH2:14][C:15]2[C:23]([O:24][CH3:25])=[CH:22][CH:21]=[C:20]3[C:16]=2[CH:17]=[C:18]([C:35]([O:37]CC)=[O:36])[N:19]3[S:26]([C:29]2[CH:34]=[CH:33][CH:32]=[CH:31][CH:30]=2)(=[O:28])=[O:27])[CH2:10][CH2:9]1)=[O:7])([CH3:4])([CH3:3])[CH3:2].[OH-].[Li+:41].O>C1COCC1>[C:1]([O:5][C:6]([N:8]1[CH2:13][CH2:12][N:11]([CH2:14][C:15]2[C:23]([O:24][CH3:25])=[CH:22][CH:21]=[C:20]3[C:16]=2[CH:17]=[C:18]([C:35]([O-:37])=[O:36])[N:19]3[S:26]([C:29]2[CH:34]=[CH:33][CH:32]=[CH:31][CH:30]=2)(=[O:27])=[O:28])[CH2:10][CH2:9]1)=[O:7])([CH3:4])([CH3:2])[CH3:3].[Li+:41] |f:1.2,5.6|. Procedure: Ethyl 4-{[4-(tert-butoxycarbonyl)piperazin-1-yl]methyl}-5-methoxy-1-(phenylsulfonyl)-1H-indole-2-carboxylate (330 mg, 0.6 mmol, Intermediate 56) was dissolved in THF (10 mL) before lithium hydroxide (17 mg, 0.7 mmol) was added followed by 4 mL water. The reaction mixture was heated to 70° C. for 24 h before the reaction was completed. The reaction mixture was evaporated. This gave 3 g of a white solid which was washed with several portions of hot DCM and then hot THF. The combined wash phases we... Reactants: CC(=O)NCC1CN(c2ccc(N3CCN(C(=O)OC(C)(C)C)CC3)nc2)C(=O)O1, CO, Cl. Product: CC(=O)NCC1CN(c2ccc(N3CCNCC3)nc2)C(=O)O1. As a reaction SMILES: [C:1]([O:2][C:3](=[O:4])[N:8]1[CH2:9][CH2:10][N:11]([c:14]2[n:15][cH:16][c:17]([N:20]3[C:21](=[O:30])[O:22][CH:23]([CH2:25][NH:26][C:27]([CH3:28])=[O:29])[CH2:24]3)[cH:18][cH:19]2)[CH2:12][CH2:13]1)([CH3:5])([CH3:6])[CH3:7].[CH3:32][OH:33].[ClH:31]>>[NH:8]1[CH2:9][CH2:10][N:11]([c:14]2[n:15][cH:16][c:17]([N:20]3[C:21](=[O:30])[O:22][CH:23]([CH2:25][NH:26][C:27]([CH3:28])=[O:29])[CH2:24]3)[cH:18][cH:19]2)[CH2:12][CH2:13]1. The reactants are ClCCl, O=C(Nc1nccs1)C(CC1CCCC1O)c1ccc(Cl)c(Cl)c1, O=[Cr](=O)([O-])Cl, c1cc[nH+]cc1. Reaction SMILES: [CH2:36]([Cl:37])[Cl:38].[Cl:1][c:2]1[cH:3][c:4]([CH:9]([C:10](=[O:11])[NH:12][c:13]2[s:14][cH:15][cH:16][n:17]2)[CH2:18][CH:19]2[CH:20]([OH:24])[CH2:21][CH2:22][CH2:23]2)[cH:5][cH:6][c:7]1[Cl:8].[O:25]=[Cr:26]([Cl:27])([O-:28])=[O:29].[nH+:30]1[cH:31][cH:32][cH:33][cH:34][cH:35]1>>[Cl:1][c:2]1[cH:3][c:4]([CH:9]([C:10](=[O:11])[NH:12][c:13]2[s:14][cH:15][cH:16][n:17]2)[CH2:18][CH:19]2[C:20](=[O:24])[CH2:21][CH2:22][CH2:23]2)[cH:5][cH:6][c:7]1[Cl:8]. The product is O=C1CCCC1CC(C(=O)Nc1nccs1)c1ccc(Cl)c(Cl)c1.